This data is from the Open Reaction Database (ORD), a public repository of structured organic reaction records. The task is: describe an organic reaction: reactants, conditions, products, and yield Solvent: C(Cl)Cl (CH2Cl2). RXN SMILES: [NH2:1][CH2:2][CH:3]1[CH2:7][CH2:6][CH2:5][N:4]1[CH2:8][CH3:9].[Cl:10][C:11]1[CH:12]=[C:13]([CH2:18][C:19](O)=[O:20])[CH:14]=[CH:15][C:16]=1[Cl:17].C1CCC(N=C=NC2CCCCC2)CC1>C(Cl)Cl>[Cl:10][C:11]1[CH:12]=[C:13]([CH2:18][C:19]([NH:1][CH2:2][CH:3]2[CH2:7][CH2:6][CH2:5][N:4]2[CH2:8][CH3:9])=[O:20])[CH:14]=[CH:15][C:16]=1[Cl:17]. Starting materials: NCC1N(CCC1)CC (2-Aminomethyl-1-(ethyl)pyrrolidine), ClC=1C=C(C=CC1Cl)CC(=O)O (3,4-dichlorophenylacetic acid), C1CCC(CC1)N=C=NC2CCCCC2 (DCC). The yield is 96.4%. Procedure: 2-Aminomethyl-1-(ethyl)pyrrolidine (Aldrich) (3.2 g, 25 mmol) and 3,4-dichlorophenylacetic acid (7.7 g, 37.6 mmol, 1.5 eq) were coupled in CH2Cl2 in the presence of DCC (10.6 g, 51 mmol, 2 eq) as described in Example 7 to give the desired product (7.6 g, 97%) as a colorless oil: 1H-NMR (CDCl3) ∂7.41 (d, J=8.2 Hz, 1H), 7.39 (d, J=2.0 Hz, 1H), 7.13 (dd, J=2.0, 8.2 Hz, 1H), 6.13 (br s, 1H), 3.51 (s, 2H), 3.37 (m, 1H), 3.07 (m, 2H), 2.65 (m, 1H), 2.53 (m, 1H), 2.04-2.21 (m, 2H, CH2CH3 ), 1.81 (m, 1H... The product is ClC=1C=C(C=CC1Cl)CC(=O)NCC1N(CCC1)CC (2-(3,4-Dichlorophenylacetamidomethyl)-1-(ethyl)pyrrolidine). The reactants are compounds 1, ClC1=CC2=C(OC3=C(CN2C(\C=C\CC(CCCC)(O[Si](C)(C)C)C)=O)C=CC=C3)C=C1 (8-chloro-10,11-dihydro-10-[5-methyl-1-oxo-5-[(trimethylsilyl)oxy]-2E-nonenyl]-dibenz[b,f][1,4]oxazepine), [F-].C(CCC)[N+](CCCC)(CCCC)CCCC (tetrabutyl ammonium fluoride), crude product. Conditions: time 45 minute. Product: ClC1=CC2=C(OC3=C(CN2C(\C=C\CC(CCCC)(C)O)=O)C=CC=C3)C=C1 (8-chloro-10,11-dihydro-10-(5-hydroxy-5-methyl-1-oxo-2E-nonenyl)dibenz[b,f][1,4]oxazepine). Yield: 3.0%. Reaction SMILES: [Cl:1][C:2]1[CH:32]=[CH:31][C:5]2[O:6][C:7]3[CH:30]=[CH:29][CH:28]=[CH:27][C:8]=3[CH2:9][N:10]([C:11](=[O:26])/[CH:12]=[CH:13]/[CH2:14][C:15]([CH3:25])([O:20][Si](C)(C)C)[CH2:16][CH2:17][CH2:18][CH3:19])[C:4]=2[CH:3]=1.[F-].C([N+](CCCC)(CCCC)CCCC)CCC>>[Cl:1][C:2]1[CH:32]=[CH:31][C:5]2[O:6][C:7]3[CH:30]=[CH:29][CH:28]=[CH:27][C:8]=3[CH2:9][N:10]([C:11](=[O:26])/[CH:12]=[CH:13]/[CH2:14][C:15]([OH:20])([CH3:25])[CH2:16][CH2:17][CH2:18][CH3:19])[C:4]=2[CH:3]=1 |f:1.2|. Reported procedure: To a stirring solution of 5 (2.0 g), was added tetrabutyl ammonium fluoride (22 mL, 22 mmol in THF). The crude product was used due to the difficulty of separating compounds 1 and 5. The reaction mixture was stirred for 45 minutes at room temperature. The solvent was removed under reduced pressure and the residue was taken up in CHCl3, extracted with brine and dried (K2CO3). The product was purified by MPLC (silica gel, 3:7 EtOAc:hexane) to yield 6 as a yellow oil (50 mg). Analysis calculated fo... Reactants: FC(F)(F)I (trifluoromethyl iodide), ClCC(=O)CCl (1,3-dichloroacetone), O (water). The reagents and catalysts are [Zn] (zinc). Run in CN(C=O)C (dimethylformamide). Yields the product ClCC(CCl)(O)C(F)(F)F (1,3-Dichloro-2-trifluoromethylpropan-2-ol). RXN SMILES: [F:1][C:2](I)([F:4])[F:3].[Cl:6][CH2:7][C:8]([CH2:10][Cl:11])=[O:9].O>CN(C)C=O.[Zn]>[Cl:6][CH2:7][C:8]([C:2]([F:4])([F:3])[F:1])([OH:9])[CH2:10][Cl:11]. Procedure details: A mixture of commercial zinc powder (1.30 g, 0.02 mole), trifluoromethyl iodide (2.15 g, 11 mmole) and 1,3-dichloroacetone (5.6 g, 44 mmole) in 30 ml dimethylformamide (DMF) is irradiated in the water bath of an ultrasound laboratory cleaner (35 Watts, 32 KHz) for 30 minutes. The mixture is partitioned between 2% w/v aqueous hydrochloric acid and diethyl ether. The ether extract is dried (MgSO4) and the solvent evaporated to afford the title compound. The reactants are C(C1=CC=C(C=C1)OC)[Mg]Br (4-Anisylmagnesium bromide), O=C1CC(C1)C(=O)OC (methyl 3-oxocyclobutanecarboxylate), [O-]S(=O)(=O)[O-].[Na+].[Na+] (Na2SO4). Run in CCOCC (Et2O). Run at time 1 hour. Product: OC1(CC(C1)C(=O)OC)C1=CC=C(C=C1)OC (methyl 3-hydroxy-3-(4-methoxyphenyl)cyclobutanecarboxylate). RXN SMILES: C([Mg]Br)[C:2]1[CH:7]=[CH:6][C:5]([O:8][CH3:9])=[CH:4][CH:3]=1.[O:12]=[C:13]1[CH2:16][CH:15]([C:17]([O:19][CH3:20])=[O:18])[CH2:14]1.[O-]S([O-])(=O)=O.[Na+].[Na+]>CCOCC>[OH:12][C:13]1([C:2]2[CH:7]=[CH:6][C:5]([O:8][CH3:9])=[CH:4][CH:3]=2)[CH2:16][CH:15]([C:17]([O:19][CH3:20])=[O:18])[CH2:14]1 |f:2.3.4|. Procedure: 4-Anisylmagnesium bromide (15.6 mL of 0.5 M solution in THF, 7.80 mmol) was added dropwise over 1 h to a stirred solution of methyl 3-oxocyclobutanecarboxylate (1.00 g, 7.80 mmol) in dry Et2O (71.0 mL) at −78° C. under N2. The reaction mixture was allowed to warm to room temperature and was stirred for 1 h. Satd aq. Na2SO4 was added and the mixture was stirred until a clear solution resulted. This mixture was extracted with Et2O (3×50 mL). The combined extracts were dried (MgSO4) and concentrate... As a reaction SMILES: [CH3:1][O:2][CH2:3][C:4]1([CH3:18])[CH:13]2[O:14][CH:12]2[C:11]2[C:6](=[CH:7][CH:8]=[C:9]([C:15](=[O:17])N)[CH:10]=2)[O:5]1.N1C=CC=C[C:20]1=[O:25].O[C:27]1C=CNC(=O)C=1.N1CCCC1=O.C1(=O)CCC(=O)C1>>[CH3:1][O:2][CH2:3][C:4]1([CH3:18])[C:13]2([CH3:27])[O:14][CH:12]2[C:11]2[C:6](=[CH:7][CH:8]=[C:9]([C:15]([O:25][CH3:20])=[O:17])[CH:10]=2)[O:5]1. Procedure details: 2-methoxymethyl-2-methyl-3,4-epoxy-6-carbamoylchroman and, from these epoxides with lH-2-pyridone, 4-hydroxy-1H-2-pyridone, 3-hydroxy-1,6-dihydro-3-pyridazinone (=3,6-pyridazindiol), 1-methyl-3-hydroxy-1,6-dihydro-3-pyridazinone, 2-pyrrolidinone or 1,3-cyclopentandione: The product is COCC1(OC2=CC=C(C=C2C2C1(O2)C)C(=O)OC)C (2-methoxymethyl-2,3-dimethyl-3,4-epoxy-6-methoxycarbonylchroman). Reactants: COCC1(OC2=CC=C(C=C2C2C1O2)C(N)=O)C (2-methoxymethyl-2-methyl-3,4-epoxy-6-carbamoylchroman), 3-hydroxy-1,6-dihydro-3-pyridazinone, OC1=CC(NC=C1)=O (4-hydroxy-1H-2-pyridone), C1(CC(CC1)=O)=O (1,3-cyclopentandione), N1C(CCC1)=O (2-pyrrolidinone), epoxides, N1C(C=CC=C1)=O (lH-2-pyridone), 1-methyl-3-hydroxy-1,6-dihydro-3-pyridazinone. Reaction SMILES: [CH3:1][N:2]([CH3:15])[C:3](=[O:14])[NH:4][C:5]1[S:9][N:8]=[C:7]([OH:10])[C:6]=1[C:11]([NH2:13])=[O:12].CC([O-])(C)C.[K+].I[CH2:23][CH2:24][CH2:25][CH2:26][CH2:27][CH2:28][CH3:29]>CN(C=O)C.CCCCCC.C(OCC)(=O)C.CO.C(O)(=O)C>[CH3:1][N:2]([CH3:15])[C:3](=[O:14])[NH:4][C:5]1[S:9][N:8]=[C:7]([O:10][CH2:23][CH2:24][CH2:25][CH2:26][CH2:27][CH2:28][CH3:29])[C:6]=1[C:11]([NH2:13])=[O:12] |f:1.2,5.6.7.8|. Reactants: adduct, CN(C(NC1=C(C(=NS1)O)C(=O)N)=O)C (5-(3,3-Dimethyl-ureido)-3-hydroxy-isothiazole-4-carboxylic acid amide), CC(C)(C)[O-].[K+] (KOtBu), ICCCCCCC (1-iodoheptane), adduct. Reported procedure: A suspension of 5-(3,3-Dimethyl-ureido)-3-hydroxy-isothiazole-4-carboxylic acid amide (200 mg, 0.87 mmol) in DMF (5 mL) was treated with KOtBu (107 mg, 0.96 mmol) at ambient temperature causing complete dissolution. Next was added 1-iodoheptane (1 mL) and the reaction stirred at ambient temperature until complete dissappearance of starting materials as measured by TLC using hexane/ethyl acetate/methanol/acetic acid (48/48/2/2) as eluent. The reaction mixture was then concentrated by rotary evapo... Yields the product CN(C(NC1=C(C(=NS1)OCCCCCCC)C(=O)N)=O)C (5-(3,3-Dimethyl-ureido)-3-heptyloxy-isothiazole-4-carboxylic Acid Amide). Solvent: CCCCCC.C(C)(=O)OCC.CO.C(C)(=O)O (hexane ethyl acetate methanol acetic acid), CN(C)C=O (DMF).